This data is from the Open Reaction Database (ORD), a public repository of structured organic reaction records. The task is: describe an organic reaction: reactants, conditions, products, and yield The reactants are COC(CC(C)(C)N1C=NC(=C1)NC(C(CCC)N)=O)=O (3-[4-(2-Amino-pentanoylamino)-imidazol-1-yl]-3-methyl-butyric acid methyl ester), FC=1C=C2CCC(CC2=C(C1)F)=O (6,8-Difluoro-3,4-dihydro-1H-naphthalen-2-one). The product is COC(CC(C)(C)N1C=NC(=C1)NC(C(CCC)NC1CC2=C(C=C(C=C2CC1)F)F)=O)=O (3-{4-[2-(6,8-Difluoro-1,2,3,4-tetrahydro-naphthalen-2-ylamino)-pentanoylamino]-imidazol-1-yl}-3-methyl-butyric acid methyl ester). As a reaction SMILES: [CH3:1][O:2][C:3](=[O:21])[CH2:4][C:5]([N:8]1[CH:12]=[C:11]([NH:13][C:14](=[O:20])[CH:15]([NH2:19])[CH2:16][CH2:17][CH3:18])[N:10]=[CH:9]1)([CH3:7])[CH3:6].[F:22][C:23]1[CH:24]=[C:25]2[C:30](=[C:31]([F:33])[CH:32]=1)[CH2:29][C:28](=O)[CH2:27][CH2:26]2>>[CH3:1][O:2][C:3](=[O:21])[CH2:4][C:5]([N:8]1[CH:12]=[C:11]([NH:13][C:14](=[O:20])[CH:15]([NH:19][CH:28]2[CH2:27][CH2:26][C:25]3[C:30](=[C:31]([F:33])[CH:32]=[C:23]([F:22])[CH:24]=3)[CH2:29]2)[CH2:16][CH2:17][CH3:18])[N:10]=[CH:9]1)([CH3:6])[CH3:7]. Procedure details: 3-[4-(2-Amino-pentanoylamino)-imidazol-1-yl]-3-methyl-butyric acid methyl ester was reacted with 6,8-Difluoro-3,4-dihydro-1H-naphthalen-2-one to provide the title compound: C13 NMR (100 MHz, CDCl3) 14.1, 16.7, 19.5, 19.6, 28.2, 28.7, 29.6, 29.8, 36.5, 47.2, 51.9, 52.1, 52.7, 56.3, 60.2, 60.9, 101.1, 104.4, 110.6, 130.5, 137.7, 170.0; MS 463.3 m/z (M+1). The reactants are O=C([O-])[O-], CCOC(C)=O, [Cs+], [Cs+], CC(C)(C)OC(=O)N1CCC(OS(C)(=O)=O)C(F)C1, O, Oc1cccc2ccc(-c3cnc4cc(-c5cccnc5)ccn34)nc12. Product: CC(C)(C)OC(=O)N1CCC(Oc2cccc3ccc(-c4cnc5cc(-c6cccnc6)ccn45)nc23)C(F)C1. RXN SMILES: [C:46](=[O:47])([O-:48])[O-:49].[CH3:53][CH2:54][O:55][C:56]([CH3:57])=[O:58].[Cs+:50].[Cs+:51].[F:27][CH:28]1[CH2:29][N:30]([C:39](=[O:40])[O:41][C:42]([CH3:43])([CH3:44])[CH3:45])[CH2:31][CH2:32][CH:33]1[O:34][S:35]([CH3:36])(=[O:37])=[O:38].[OH2:52].[n:1]1[cH:2][c:3](-[c:7]2[cH:8][c:9]3[n:10]([cH:11][cH:12]2)[c:13](-[c:16]2[n:17][c:18]4[c:19]([OH:26])[cH:20][cH:21][cH:22][c:23]4[cH:24][cH:25]2)[cH:14][n:15]3)[cH:4][cH:5][cH:6]1>>[n:1]1[cH:2][c:3](-[c:7]2[cH:8][c:9]3[n:10]([cH:11][cH:12]2)[c:13](-[c:16]2[n:17][c:18]4[c:19]([O:26][CH:33]5[CH:28]([F:27])[CH2:29][N:30]([C:39](=[O:40])[O:41][C:42]([CH3:43])([CH3:44])[CH3:45])[CH2:31][CH2:32]5)[cH:20][cH:21][cH:22][c:23]4[cH:24][cH:25]2)[cH:14][n:15]3)[cH:4][cH:5][cH:6]1. Run at time 4 hour. As a reaction SMILES: [Cl-].[C:2]1([P:8]([C:11]2[CH:16]=[CH:15][CH:14]=[CH:13][CH:12]=2)(=[O:10])[O-])[CH:7]=[CH:6][CH:5]=[CH:4][CH:3]=1.[NH:17]1[CH2:22][CH2:21][NH:20][CH2:19][CH2:18]1>CN(C=O)C>[C:11]1([P:8]([C:2]2[CH:3]=[CH:4][CH:5]=[CH:6][CH:7]=2)([N:17]2[CH2:22][CH2:21][NH:20][CH2:19][CH2:18]2)=[O:10])[CH:16]=[CH:15][CH:14]=[CH:13][CH:12]=1 |f:0.1|. Procedure details: 20 g (84.5 mmol) diphenylphosphinate chloride dissolved in 30 ml DMF are added dropwise to a solution of 21.8 g (253 mmol) piperazine in DMF. After four hours, the solution is concentrated under vacuum, taken up in chloroform and extracted by shaking with 10% hydroxide solution. The organic phase is dried over sodium sulfate and solvent is removed under vacuum. The residue is chromatographically purified over silica gel with CHCl3/CH3OH/TEA (90/10/0 to 90/10/6): yield 12 g (49%). Solvent: CN(C)C=O (DMF), CN(C)C=O (DMF). The reactants are [Cl-].C1(=CC=CC=C1)P([O-])(=O)C1=CC=CC=C1 (diphenylphosphinate chloride), N1CCNCC1 (piperazine). The product is C1(=CC=CC=C1)P(=O)(N1CCNCC1)C1=CC=CC=C1 (N-diphenylphosphinoyl-piperazine). Starting materials: C(C1=CC=CC=C1)N(C1=C(C(=CC=C1)[N+](=O)[O-])C)CC1=CC=C(OC=2C=C(C=CC2)O)C=C1 (3-(4-{[benzyl(2-methyl-3-nitrophenyl)amino]methyl}phenoxy)phenol), O1C(CCCC1)OCCO (2-(tetrahydro-2H-pyran-2-yloxy)ethanol). Yields the product C(C1=CC=CC=C1)N(CC1=CC=C(C=C1)OC1=CC(=CC=C1)OCCOC1OCCCC1)C1=C(C(=CC=C1)[N+](=O)[O-])C (N-benzyl-N-(2-methyl-3-nitrophenyl)-N-(4-{3-[2-(tetrahydro-2H-pyran-2-yloxy)ethoxy]phenoxy}benzyl)amine). As a reaction SMILES: [CH2:1]([N:8]([CH2:19][C:20]1[CH:33]=[CH:32][C:23]([O:24][C:25]2[CH:26]=[C:27]([OH:31])[CH:28]=[CH:29][CH:30]=2)=[CH:22][CH:21]=1)[C:9]1[CH:14]=[CH:13][CH:12]=[C:11]([N+:15]([O-:17])=[O:16])[C:10]=1[CH3:18])[C:2]1[CH:7]=[CH:6][CH:5]=[CH:4][CH:3]=1.[O:34]1[CH2:39][CH2:38][CH2:37][CH2:36][CH:35]1[O:40][CH2:41][CH2:42]O>>[CH2:1]([N:8]([C:9]1[CH:14]=[CH:13][CH:12]=[C:11]([N+:15]([O-:17])=[O:16])[C:10]=1[CH3:18])[CH2:19][C:20]1[CH:33]=[CH:32][C:23]([O:24][C:25]2[CH:30]=[CH:29][CH:28]=[C:27]([O:31][CH2:42][CH2:41][O:40][CH:35]3[CH2:36][CH2:37][CH2:38][CH2:39][O:34]3)[CH:26]=2)=[CH:22][CH:21]=1)[C:2]1[CH:3]=[CH:4][CH:5]=[CH:6][CH:7]=1. Procedure: The product from Example 61F and 2-(tetrahydro-2H-pyran-2-yloxy)ethanol (purchased from Fluka) were processed as described in Example 62A to provide the title compound. The reactants are BrC1=CC=C(C=C1)C1=NC2=CC=CC(=C2N=C1C1=CC=C(C=C1)Br)[N+](=O)[O-] (2,3-di(4-bromophenyl)-5-nitroquinoxaline). Run in O1CCOCC1 (dioxane). Yields the product BrC1=CC=C(C=C1)C1=NC2=CC=CC(=C2N=C1C1=CC=C(C=C1)Br)N (2,3-di(4-bromophenyl)-5-aminoquinoxaline). Reaction SMILES: [Br:1][C:2]1[CH:7]=[CH:6][C:5]([C:8]2[C:17]([C:18]3[CH:23]=[CH:22][C:21]([Br:24])=[CH:20][CH:19]=3)=[N:16][C:15]3[C:10](=[CH:11][CH:12]=[CH:13][C:14]=3[N+:25]([O-])=O)[N:9]=2)=[CH:4][CH:3]=1>O1CCOCC1>[Br:1][C:2]1[CH:3]=[CH:4][C:5]([C:8]2[C:17]([C:18]3[CH:23]=[CH:22][C:21]([Br:24])=[CH:20][CH:19]=3)=[N:16][C:15]3[C:10](=[CH:11][CH:12]=[CH:13][C:14]=3[NH2:25])[N:9]=2)=[CH:6][CH:7]=1. Procedure details: 1.01 g (2.1 mmol) of 2,3-di(4-bromophenyl)-5-nitroquinoxaline was dissolved in 30 g of dioxane, followed by purging well with argon, adding 0.3 g of 5% Pd/C (hydrous) and purging well with argon again. This system was purged with a hydrogen gas and reacted at room temperature for 24 hours. After completion of the reaction, the system was filtered. The resulting filtration residue was washed with acetone and then with dioxane and filtered again. The solvent was removed from the resulting filtrate... Yields the product Cc1cccc(Nc2cc(CCc3ccccc3)ccc2C(=O)OC(C)(C)C)c1. As a reaction SMILES: [Br:23][c:24]1[cH:25][c:26]([CH3:30])[cH:27][cH:28][cH:29]1.[C:127]([O-:128])(=[O:129])[CH3:130].[C:132]([O-:133])(=[O:134])[CH3:135].[C:31](=[O:32])([O-:33])[O-:34].[CH3:136][c:137]1[cH:138][cH:139][cH:140][cH:141][cH:142]1.[CH:37]1([P:38]([CH:39]2[CH2:40][CH2:41][CH2:42][CH2:43][CH2:44]2)[c:45]2[cH:46][cH:47][cH:48][cH:49][c:50]2-[c:51]2[c:52]([CH:53]([CH3:54])[CH3:55])[cH:56][c:57]([CH:58]([CH3:59])[CH3:60])[cH:61][c:62]2[CH:63]([CH3:64])[CH3:65])[CH2:66][CH2:67][CH2:68][CH2:69][CH2:70]1.[Cs+:35].[Cs+:36].[NH2:1][c:2]1[c:3]([C:4](=[O:5])[O:6][C:7]([CH3:8])([CH3:9])[CH3:10])[cH:11][cH:12][c:13]([CH2:15][CH2:16][c:17]2[cH:18][cH:19][cH:20][cH:21][cH:22]2)[cH:14]1.[O:109]=[C:110]([CH:111]=[CH:112][c:113]1[cH:114][cH:115][cH:116][cH:117][cH:118]1)[CH:119]=[CH:120][c:121]1[cH:122][cH:123][cH:124][cH:125][cH:126]1.[O:73]=[C:74]([CH:75]=[CH:76][c:77]1[cH:78][cH:79][cH:80][cH:81][cH:82]1)[CH:83]=[CH:84][c:85]1[cH:86][cH:87][cH:88][cH:89][cH:90]1.[O:91]=[C:92]([CH:93]=[CH:94][c:95]1[cH:96][cH:97][cH:98][cH:99][cH:100]1)[CH:101]=[CH:102][c:103]1[cH:104][cH:105][cH:106][cH:107][cH:108]1.[Pd+2:131].[Pd:71].[Pd:72]>>[NH:1]([c:2]1[c:3]([C:4](=[O:5])[O:6][C:7]([CH3:8])([CH3:9])[CH3:10])[cH:11][cH:12][c:13]([CH2:15][CH2:16][c:17]2[cH:18][cH:19][cH:20][cH:21][cH:22]2)[cH:14]1)[c:24]1[cH:25][c:26]([CH3:30])[cH:27][cH:28][cH:29]1. Starting materials: Cc1cccc(Br)c1, CC(=O)[O-], CC(=O)[O-], O=C([O-])[O-], Cc1ccccc1, CC(C)c1cc(C(C)C)c(-c2ccccc2P(C2CCCCC2)C2CCCCC2)c(C(C)C)c1, [Cs+], [Cs+], CC(C)(C)OC(=O)c1ccc(CCc2ccccc2)cc1N, O=C(C=Cc1ccccc1)C=Cc1ccccc1, O=C(C=Cc1ccccc1)C=Cc1ccccc1, O=C(C=Cc1ccccc1)C=Cc1ccccc1, [Pd+2], [Pd], [Pd]. The reactants are ClC=1C=CC(=C(/C=C/C(=O)OC)C1)NS(=O)(=O)C1=CC=CC=C1 (methyl trans-5-chloro-2-(penylsulfonylamino)cinnamate), Br.BrCC(=O)C1=NC=CC=C1C (2-Bromoacetyl-3-methylpyridine hydrobromide). The product is COC(CC1=C(NC2=CC=C(C=C12)Cl)C(=O)C1=NC=CC=C1C)=O (Methyl[5-chloro-2-(3-methylpyridine-2-carbonyl)-1H-indol-3-yl]acetate). As a reaction SMILES: [Cl:1][C:2]1[CH:3]=[CH:4][C:5]([NH:14]S(C2C=CC=CC=2)(=O)=O)=[C:6]([CH:13]=1)/[CH:7]=[CH:8]/[C:9]([O:11][CH3:12])=[O:10].Br.Br[CH2:26][C:27]([C:29]1[C:34]([CH3:35])=[CH:33][CH:32]=[CH:31][N:30]=1)=[O:28]>>[CH3:12][O:11][C:9](=[O:10])[CH2:8][C:7]1[C:6]2[C:5](=[CH:4][CH:3]=[C:2]([Cl:1])[CH:13]=2)[NH:14][C:26]=1[C:27]([C:29]1[C:34]([CH3:35])=[CH:33][CH:32]=[CH:31][N:30]=1)=[O:28] |f:1.2|. Procedure details: The title compound was prepared according to the procedure described in Example 57 from methyl trans-5-chloro-2-(penylsulfonylamino)cinnamate (Example 36, step 3) and 2-bromoacetyl-3-methylpyridine hydrobromide (Preparation is described in Example 73).